This data is from the Open Reaction Database (ORD), a public repository of structured organic reaction records. The task is: describe an organic reaction: reactants, conditions, products, and yield The reactants are N1(N=NC2=C1C=CC=C2)OC2=NC=C(C(=N2)NCC2=CC=CC=C2)C(=O)N (2-(1H-benzo[d][1,2,3]triazol-1-yloxy)-4-(benzylamino)pyrimidine-5-carboxamide), NC=1C=C(C=CC1)NC(=O)[C@H]1N(CCC1)C ((S)—N-(3-aminophenyl)-1-methylpyrrolidine-2-carboxamide), CC=1C=CC(=CC1)S(=O)(=O)O (pTsOH). Solvent: CN1CCCC1=O (NMP). Conditions: temperature 100 celsius. Yields the product C(C1=CC=CC=C1)NC1=NC(=NC=C1C(=O)N)NC1=CC(=CC=C1)NC(=O)[C@H]1N(CCC1)C ((S)-4-(benzylamino)-2-(3-(1-methylpyrrolidine-2-carboxamido)phenylamino)pyrimidine-5-carboxamide). The yield is 77.0%. RXN SMILES: N1(O[C:11]2[N:16]=[C:15]([NH:17][CH2:18][C:19]3[CH:24]=[CH:23][CH:22]=[CH:21][CH:20]=3)[C:14]([C:25]([NH2:27])=[O:26])=[CH:13][N:12]=2)C2C=CC=CC=2N=N1.[NH2:28][C:29]1[CH:30]=[C:31]([NH:35][C:36]([C@@H:38]2[CH2:42][CH2:41][CH2:40][N:39]2[CH3:43])=[O:37])[CH:32]=[CH:33][CH:34]=1.CC1C=CC(S(O)(=O)=O)=CC=1>CN1C(=O)CCC1>[CH2:18]([NH:17][C:15]1[C:14]([C:25]([NH2:27])=[O:26])=[CH:13][N:12]=[C:11]([NH:28][C:29]2[CH:34]=[CH:33][CH:32]=[C:31]([NH:35][C:36]([C@@H:38]3[CH2:42][CH2:41][CH2:40][N:39]3[CH3:43])=[O:37])[CH:30]=2)[N:16]=1)[C:19]1[CH:20]=[CH:21][CH:22]=[CH:23][CH:24]=1. Reported procedure: To a solution of 2-(1H-benzo[d][1,2,3]triazol-1-yloxy)-4-(benzylamino)pyrimidine-5-carboxamide (50 mg, 0.14 mmol) in NMP (1 mL) was added (S)—N-(3-aminophenyl)-1-methylpyrrolidine-2-carboxamide (33 mg, 0.152 mmol) and pTsOH*H2O (60 mg, 0.28 mmol). The mixture was heated at 100° C. for 2 h, cooled to room temperature, and purified by preparative HPLC to give of (S)-4-(benzylamino)-2-(3-(1-methylpyrrolidine-2-carboxamido)phenylamino)pyrimidine-5-carboxamide (48 mg). MS found for C24H27N7O2 as (M+H... Solvent: C1CCOC1 (THF). The product is FC(C(CC#N)=O)(C(F)(F)F)F (4,4,5,5,5-pentafluoro-3-oxopentanenitrile), oil. Reaction SMILES: [H-].[Na+].[F:3][C:4]([F:14])([C:10]([F:13])([F:12])[F:11])[C:5]([O:7]CC)=O.[C:15](#[N:17])[CH3:16]>C1COCC1>[F:14][C:4]([F:3])([C:10]([F:11])([F:12])[F:13])[C:5](=[O:7])[CH2:16][C:15]#[N:17] |f:0.1|. Conditions: temperature 50 celsius. Starting materials: [H-].[Na+] (sodium hydride), FC(C(=O)OCC)(C(F)(F)F)F (ethyl 2,2,3,3,3-pentafluoropropanoate), C(C)#N (acetonitrile). Reported procedure: A stirred suspension of sodium hydride (15.6 g of a 60% dispersion in mineral oil, 0.39 mol) in THF (100 mL) was heated to 50° C. To this was added a mixture of ethyl 2,2,3,3,3-pentafluoropropanoate (25 g, 0.13 mol) and dry acetonitrile (5.3 g, 0.13 mol), dropwise, and the resulting colorless suspension was heated at 50° C. for 4 h. After cooling to rt the reaction mixture was concentrated under reduced pressure and the residue poured into water (100 mL) and extracted with diethyl ether (100 mL)... The reactants are CCOC(=O)c1c(-n2cnnn2)nc(-c2ccccc2)c([N+](=O)[O-])c1C(=O)OCC, CCOC(C)=O, [H][H]. The product is CCOC(=O)c1c(-n2cnnn2)nc(-c2ccccc2)c(N)c1C(=O)OCC. RXN SMILES: [CH2:1]([CH3:2])[O:3][C:4](=[O:5])[c:6]1[c:7](-[n:26]2[n:27][n:28][n:29][cH:30]2)[n:8][c:9](-[c:20]2[cH:21][cH:22][cH:23][cH:24][cH:25]2)[c:10]([N+:17]([O-:18])=[O:19])[c:11]1[C:12](=[O:13])[O:14][CH2:15][CH3:16].[CH3:33][CH2:34][O:35][C:36](=[O:37])[CH3:38].[H:31][H:32]>>[CH2:1]([CH3:2])[O:3][C:4](=[O:5])[c:6]1[c:7](-[n:26]2[n:27][n:28][n:29][cH:30]2)[n:8][c:9](-[c:20]2[cH:21][cH:22][cH:23][cH:24][cH:25]2)[c:10]([NH2:17])[c:11]1[C:12](=[O:13])[O:14][CH2:15][CH3:16].